Dataset: the Open Reaction Database (ORD), a public repository of structured organic reaction records. Task: describe an organic reaction: reactants, conditions, products, and yield Starting materials: C(C)(C)(C)OC(=O)NC1=C(C(=O)O)C=C(C=C1)C(F)(F)F (2-(tert-Butoxycarbonyl)amino-5-trifluoromethylbenzoic acid). Run in Cl (HCl), O1CCOCC1 (dioxane). Conditions: time 3 hour. The product is C(C)(C)OC(=O)NC1=C(C(=O)O)C=C(C=C1)C(F)(F)F (2-Isopropoxycarbonylamino-5-trifluoromethyl-benzoic acid). Isolated yield 14.0%. As a reaction SMILES: [C:1]([O:5][C:6]([NH:8][C:9]1[CH:17]=[CH:16][C:15]([C:18]([F:21])([F:20])[F:19])=[CH:14][C:10]=1[C:11]([OH:13])=[O:12])=[O:7])(C)([CH3:3])[CH3:2]>Cl.O1CCOCC1>[CH:1]([O:5][C:6]([NH:8][C:9]1[CH:17]=[CH:16][C:15]([C:18]([F:19])([F:20])[F:21])=[CH:14][C:10]=1[C:11]([OH:13])=[O:12])=[O:7])([CH3:3])[CH3:2]. Procedure: 2-(tert-Butoxycarbonyl)amino-5-trifluoromethylbenzoic acid (6.0 g) was dissolved in 4M HCl (4 mL) in dioxane. After 3 h, the solution was concentrated to a white solid. A portion of this material (900 mg) was dissolved in THF (10 mL), water (2 mL), and Et3N (1.8 mL) prior to the addition of 1M i-propyl chloroformate (4.5 mL) in toluene. The reaction was stirred for 4 h before EtOAc was added. The EtOAc layer was washed with 1N HCl and brine before it was dried, filtered, and concentrated to a cr... Reactants: [Br-], C1CCOC1, CON(C)C(=O)Cc1ccccc1C, C=C[Mg+], Cl. The product is C=CC(=O)Cc1ccccc1C. RXN SMILES: [Br-:1].[CH2:20]1[O:21][CH2:22][CH2:23][CH2:24]1.[CH3:5][O:6][N:7]([C:8]([CH2:9][c:10]1[c:11]([CH3:16])[cH:12][cH:13][cH:14][cH:15]1)=[O:17])[CH3:18].[CH:2](=[CH2:3])[Mg+:4].[ClH:19]>>[CH:2](=[CH2:3])[C:8]([CH2:9][c:10]1[c:11]([CH3:16])[cH:12][cH:13][cH:14][cH:15]1)=[O:17]. Starting materials: Nc1c(O)ccc(C(F)(F)F)c1Cl, O, O=C(O)c1ccncc1, c1ccncc1. Yields the product O=C(Nc1c(O)ccc(C(F)(F)F)c1Cl)c1ccncc1. Reaction SMILES: [NH2:1][c:2]1[c:3]([OH:13])[cH:4][cH:5][c:6]([C:9]([F:10])([F:11])[F:12])[c:7]1[Cl:8].[OH2:29].[OH:14][C:15](=[O:16])[c:17]1[cH:18][cH:19][n:20][cH:21][cH:22]1.[cH:23]1[cH:24][cH:25][n:26][cH:27][cH:28]1>>[NH:1]([c:2]1[c:3]([OH:13])[cH:4][cH:5][c:6]([C:9]([F:10])([F:11])[F:12])[c:7]1[Cl:8])[C:15](=[O:14])[c:17]1[cH:18][cH:19][n:20][cH:21][cH:22]1. Reactants: Cl.O1CCOCC1 (HCl dioxane), crude product, C(C)OC(CNC(=O)NC1=CC(=C(C=C1)Br)C)=O ([3-(4-bromo-3-methyl-phenyl)-ureido]-acetic acid ethyl ester). The solvent is O1CCOCC1 (dioxane). Conditions: temperature 80 celsius, time 17 hour. The product is BrC1=C(C=C(C=C1)N1C(NCC1=O)=O)C (3-(4-bromo-3-methyl-phenyl)-imidazolidine-2,4-dione). Isolated yield 55.4%. Reaction SMILES: Cl.O1CCOCC1.C(O[C:11](=[O:25])[CH2:12][NH:13][C:14]([NH:16][C:17]1[CH:22]=[CH:21][C:20]([Br:23])=[C:19]([CH3:24])[CH:18]=1)=[O:15])C>O1CCOCC1>[Br:23][C:20]1[CH:21]=[CH:22][C:17]([N:16]2[C:11](=[O:25])[CH2:12][NH:13][C:14]2=[O:15])=[CH:18][C:19]=1[CH3:24] |f:0.1|. Procedure: 4 N HCl-dioxane (7.5 ml, 30 mmol) was added to a solution of the crude product [3-(4-bromo-3-methyl-phenyl)-ureido]-acetic acid ethyl ester (5.07 g) in dioxane (60 ml), and the mixture was heated with stirring at 80° C. for 17 hours. The reaction mixture was cooled to room temperature and then concentrated under reduced pressure, and water was added, followed by extraction with ethyl acetate. The organic phase was washed with saturated brine and then concentrated under reduced pressure. The resu... Procedure details: A solid mixture of 3-methoxy-9H-xanthene 9 (5.84 g, 27.5 mmole) and pyridine hydrochloride (42 g, 363 mmole) was heated at 200-210° for 2 hrs. The resulting reaction mixture was cooled to about 70° and treated with water, while a precipitate formed. The orange colored solid was filtered on a Buchner funnel, washed with water, and dried in vacuo, yielding the crude 3-hydroxy-9H-xanthene 10 (5.25 g, 96%). No major oxidation took place when crude 10 was stored in a desiccator under argon in the dar... The reactants are COC=1C=CC=2CC3=CC=CC=C3OC2C1 (3-Methoxy-9H-xanthene), Cl.N1=CC=CC=C1 (pyridine hydrochloride). Run in O (water). Isolated yield 96.3%. Reaction SMILES: C[O:2][C:3]1[CH:4]=[CH:5][C:6]2[CH2:7][C:8]3[C:13]([O:14][C:15]=2[CH:16]=1)=[CH:12][CH:11]=[CH:10][CH:9]=3.Cl.N1C=CC=CC=1>O>[OH:2][C:3]1[CH:4]=[CH:5][C:6]2[CH2:7][C:8]3[C:13]([O:14][C:15]=2[CH:16]=1)=[CH:12][CH:11]=[CH:10][CH:9]=3 |f:1.2|. Product: OC=1C=CC=2CC3=CC=CC=C3OC2C1 (3-Hydroxy-9H-xanthene).